From a dataset of the Open Reaction Database (ORD), a public repository of structured organic reaction records. describe an organic reaction: reactants, conditions, products, and yield The solvent is [OH-].[K+] (potassium hydroxide). Yields the product C(C)(C)(C)OC(=O)C1N(C(C(C1)C(NCC(C)C)=O)C1=C(C=CC=C1)F)C(CNC(NC=1C=C(C(=O)O)C=CC1)=O)=O ((2RS,4SR,5SR)-3-{3-[2-(2-tert-butoxycarbonyl-5-(2-fluorophenyl)-4-isobutylcarbamoyl-1-pyrrolidinyl)-2-oxoethyl]ureido}benzoic acid). Isolated yield 16.2%. Starting materials: C(C)OC(=O)C=1C=C(C=CC1)NC(NCC(=O)N1C(CC(C1C1=C(C=CC=C1)F)C(NCC(C)C)=O)C(=O)OC(C)(C)C)=O (tert-butyl (2RS,4SR,5SR)-1-{2-[3-(3-(ethoxycarbonyl)phenyl)ureido]acetyl}-5-(2-fluorophenyl)-4-(isobutylcarbamoyl)pyrrolidine-2-carboxylate), O (water), CO (methanol). Reported procedure: A The reaction is carried out in a way analogous to that described in Example 3, but from 4.2 g of tert-butyl (2RS,4SR,5SR)-1-{2-[3-(3-(ethoxycarbonyl)phenyl)ureido]acetyl}-5-(2-fluorophenyl)-4-(isobutylcarbamoyl)pyrrolidine-2-carboxylate in a mixture of 6.8 cm3 of a normal aqueous potassium hydroxide solution, 30 cm3 of distilled water and 140 cm3 of methanol. After treatment, there is obtained 0.65 g of (2RS,4SR,5SR)-3-{3-[2-(2-tert-butoxycarbonyl-5-(2-fluorophenyl)-4-isobutylcarbamoyl-1-pyrro... Reaction SMILES: C([O:3][C:4]([C:6]1[CH:7]=[C:8]([NH:12][C:13](=[O:44])[NH:14][CH2:15][C:16]([N:18]2[CH:22]([C:23]3[CH:28]=[CH:27][CH:26]=[CH:25][C:24]=3[F:29])[CH:21]([C:30](=[O:36])[NH:31][CH2:32][CH:33]([CH3:35])[CH3:34])[CH2:20][CH:19]2[C:37]([O:39][C:40]([CH3:43])([CH3:42])[CH3:41])=[O:38])=[O:17])[CH:9]=[CH:10][CH:11]=1)=[O:5])C.O.CO>[OH-].[K+]>[C:40]([O:39][C:37]([CH:19]1[CH2:20][CH:21]([C:30](=[O:36])[NH:31][CH2:32][CH:33]([CH3:35])[CH3:34])[CH:22]([C:23]2[CH:28]=[CH:27][CH:26]=[CH:25][C:24]=2[F:29])[N:18]1[C:16](=[O:17])[CH2:15][NH:14][C:13](=[O:44])[NH:12][C:8]1[CH:7]=[C:6]([CH:11]=[CH:10][CH:9]=1)[C:4]([OH:5])=[O:3])=[O:38])([CH3:42])([CH3:43])[CH3:41] |f:3.4|. The reactants are CCOC(=O)CBr, O=C([O-])[O-], CC#N, [Cs+], [Cs+], CC(=O)c1ccc(O)c(C)c1. The product is CCOC(=O)COc1ccc(C(C)=O)cc1C. As a reaction SMILES: [Br:12][CH2:13][C:14](=[O:15])[O:16][CH2:17][CH3:18].[C:19](=[O:20])([O-:21])[O-:22].[CH3:25][C:26]#[N:27].[Cs+:23].[Cs+:24].[OH:1][c:2]1[c:3]([CH3:11])[cH:4][c:5]([C:8]([CH3:9])=[O:10])[cH:6][cH:7]1>>[O:1]([c:2]1[c:3]([CH3:11])[cH:4][c:5]([C:8]([CH3:9])=[O:10])[cH:6][cH:7]1)[CH2:13][C:14](=[O:15])[O:16][CH2:17][CH3:18]. The reactants are CI (methyl iodide), C(CCC)[Li] (butyllithium), COC1=CC(C2=C(NC1=O)C=CC=C2)=O (3-Methoxy-2,5-dioxo-2,5-dihydro-1H-benz[b]azepine), [Cl-].[Li+] (lithium chloride), C(C)(C)NC(C)C (diisopropylamine), Cl (hydrochloric acid). Run in O (water), O1CCCC1 (tetrahydrofuran). Run at temperature -70 celsius, time 30 minute. The product is COC1=C(C(C2=C(NC1=O)C=CC=C2)=O)C (3-Methoxy-4-methyl-2,5-dioxo-2,5-dihydro-1H-benz[b]azepine). Reaction SMILES: [CH3:1][O:2][C:3]1[C:9](=[O:10])[NH:8][C:7]2[CH:11]=[CH:12][CH:13]=[CH:14][C:6]=2[C:5](=[O:15])[CH:4]=1.[Cl-].[Li+].[CH:18](NC(C)C)(C)C.C([Li])CCC.CI.Cl>O.O1CCCC1>[CH3:1][O:2][C:3]1[C:9](=[O:10])[NH:8][C:7]2[CH:11]=[CH:12][CH:13]=[CH:14][C:6]=2[C:5](=[O:15])[C:4]=1[CH3:18] |f:1.2|. Procedure details: 3-Methoxy-2,5-dioxo-2,5-dihydro-1H-benz[b]azepine (0.5 g) and anhydrous lithium chloride (0.63 g) were added to dry tetrahydrofuran (10 mL), and the mixture was cooled to -70° C. To this was added diisopropylamine (380 mL), followed by butyllithium (2.2 mL, 2.5M in hexanes); and the mixture was warmed to -20° C. After 30 minutes, methyl iodide (307 mL) was added and the mixture cooled to -10° C. for 10 minutes. The mixture was diluted with water, acidified with 2N hydrochloric acid and extracted... Starting materials: FC(C(=O)OC(C(F)(F)F)=O)(F)F (trifluoroacetic anhydride), COC(=O)N[C@@H](CC(=O)O)C(=O)O (N-(methoxycarbonyl)aspartic acid). The solvent is C(C)(=O)OCC (ethyl acetate). Reaction conditions: time 2 hour. Yields the product COC(=O)N[C@H]1CC(=O)OC1=O (N-(methoxycarbonyl)aspartic anhydride). As a reaction SMILES: FC(F)(F)C(OC(=O)C(F)(F)F)=O.[CH3:14][O:15][C:16]([NH:18][C@H:19]([C:24]([OH:26])=[O:25])[CH2:20][C:21]([OH:23])=O)=[O:17]>C(OCC)(=O)C>[CH3:14][O:15][C:16]([NH:18][C@@H:19]1[C:24](=[O:25])[O:26][C:21](=[O:23])[CH2:20]1)=[O:17]. Procedure details: 110.52 g of trifluoroacetic anhydride are added dropwise to a solution of 76.29 g of DL-N-(methoxycarbonyl)aspartic acid in ethyl acetate under cooling. After the mixturte is stirred at room temperature for 2 hours, a part of solvent is distilled off. n-hexane is added to the solution slowly under cooling, and the precipitated crystals are collected by filteration to give 65.54 g of DL-N-(methoxycarbonyl)aspartic anhydride as colorless prism. Reactants: C(C)OC=C1N=C(OC1=O)C1=CC=CC2=CC=CC=C12 (4-ethoxymethylene-2-naphthalen-1-yl-4H-oxazol-5-one), C(C1=CC=CC=C1)=NCC1CCNCC1 (benzylidene-piperidin-4-ylmethyl-amine). Solvent: O1CCCC1 (tetrahydrofuran). Run at time 24 hour. Yields the product C(C1=CC=CC=C1)=NCC1CCN(CC1)C=C1N=C(OC1=O)C1=CC=CC2=CC=CC=C12 (4-{4-[(benzylidene-amino)-methyl]-piperidin-1-ylmethylene}-2-naphthalen-1-yl-4H-oxazol-5-one). Reaction SMILES: C(O[CH:4]=[C:5]1[C:9](=[O:10])[O:8][C:7]([C:11]2[C:20]3[C:15](=[CH:16][CH:17]=[CH:18][CH:19]=3)[CH:14]=[CH:13][CH:12]=2)=[N:6]1)C.[CH:21](=[N:28][CH2:29][CH:30]1[CH2:35][CH2:34][NH:33][CH2:32][CH2:31]1)[C:22]1[CH:27]=[CH:26][CH:25]=[CH:24][CH:23]=1>O1CCCC1>[CH:21](=[N:28][CH2:29][CH:30]1[CH2:31][CH2:32][N:33]([CH:4]=[C:5]2[C:9](=[O:10])[O:8][C:7]([C:11]3[C:20]4[C:15](=[CH:16][CH:17]=[CH:18][CH:19]=4)[CH:14]=[CH:13][CH:12]=3)=[N:6]2)[CH2:34][CH2:35]1)[C:22]1[CH:27]=[CH:26][CH:25]=[CH:24][CH:23]=1. Reported procedure: To a solution of 4-ethoxymethylene-2-naphthalen-1-yl-4H-oxazol-5-one (11.40 g, 43 mmol) in tetrahydrofuran, benzylidene-piperidin-4-ylmethyl-amine (8.60 g, 43 mmol) was added, and the mixture was stirred at room temperature for 24 h. The reaction mixture was concentrated under reduced pressure to yield 4-{4-[(benzylidene-amino)-methyl]-piperidin-1-ylmethylene}-2-naphthalen-1-yl-4H-oxazol-5-one. The reactants are IC1=C(C(=C(C(=C1CC)I)C(C)=O)I)C1=CC(=C(C=C1)C(=O)O)[N+](=O)[O-] (2′,4′,6′-triiodo-3′-ethyl-5′-acetyl-3-nitrobiphenyl-4-carboxylic acid), zinc mercury amalgam, Cl (hydrochloric acid). Product: IC1=C(C(=C(C(=C1CC)I)CC)I)C1=CC(=C(C=C1)C(=O)O)[N+](=O)[O-] (2′,4′,6′-triiodo-3′,5′-bis(ethyl)-3-nitrobiphenyl-4-carboxylic acid). As a reaction SMILES: [I:1][C:2]1[C:7]([CH2:8][CH3:9])=[C:6]([I:10])[C:5]([C:11](=O)[CH3:12])=[C:4]([I:14])[C:3]=1[C:15]1[CH:20]=[CH:19][C:18]([C:21]([OH:23])=[O:22])=[C:17]([N+:24]([O-:26])=[O:25])[CH:16]=1.Cl>>[I:1][C:2]1[C:7]([CH2:8][CH3:9])=[C:6]([I:10])[C:5]([CH2:11][CH3:12])=[C:4]([I:14])[C:3]=1[C:15]1[CH:20]=[CH:19][C:18]([C:21]([OH:23])=[O:22])=[C:17]([N+:24]([O-:26])=[O:25])[CH:16]=1. Reported procedure: Freidel-Crafts acylation is performed on 2′,4′,6′-triiodo-3′-ethyl-3-nitrobiphenyl-4-carboxylic acid (13) in the presence of AlCl3 and CH3COCl to yield 2′,4′,6′-triiodo-3′-ethyl-5′-acetyl-3-nitrobiphenyl-4-carboxylic acid (17). 2′,4′,6′-triiodo-3′-ethyl-5′-acetyl-3-nitrobiphenyl-4-carboxylic acid (17) is then reacted with a zinc mercury amalgam and hydrochloric acid and heated to yield 2′,4′,6′-triiodo-3′,5′-bis(ethyl)-3-nitrobiphenyl-4-carboxylic acid (18)